This data is from the Open Reaction Database (ORD), a public repository of structured organic reaction records. The task is: describe an organic reaction: reactants, conditions, products, and yield Starting materials: CCCN1CCCC(C(=O)OC)=Cc2cc(Br)ccc21, O=C([O-])[O-], CCCCOCCOc1ccc(OB(O)O)cc1, CCOC(C)=O, Cc1ccccc1, CCO, [K+], [K+], O. The product is CCCCOCCOc1ccc(-c2ccc3c(c2)C=C(C(=O)OC)CCCN3CCC)cc1. As a reaction SMILES: [Br:1][c:2]1[cH:3][cH:4][c:5]2[c:6]([cH:20]1)[CH:7]=[C:8]([C:16](=[O:17])[O:18][CH3:19])[CH2:9][CH2:10][CH2:11][N:12]2[CH2:13][CH2:14][CH3:15].[C:39](=[O:40])([O-:41])[O-:42].[CH2:21]([CH2:22][CH2:23][CH3:24])[O:25][CH2:26][CH2:27][O:28][c:29]1[cH:30][cH:31][c:32]([O:35][B:36]([OH:37])[OH:38])[cH:33][cH:34]1.[CH3:45][CH2:46][O:47][C:48](=[O:49])[CH3:50].[CH3:51][c:52]1[cH:53][cH:54][cH:55][cH:56][cH:57]1.[CH3:58][CH2:59][OH:60].[K+:43].[K+:44].[OH2:61]>>[c:2]1(-[c:32]2[cH:31][cH:30][c:29]([O:28][CH2:27][CH2:26][O:25][CH2:21][CH2:22][CH2:23][CH3:24])[cH:34][cH:33]2)[cH:3][cH:4][c:5]2[c:6]([cH:20]1)[CH:7]=[C:8]([C:16](=[O:17])[O:18][CH3:19])[CH2:9][CH2:10][CH2:11][N:12]2[CH2:13][CH2:14][CH3:15]. Procedure: 18.9 g (0.06 mol) Ethyl 5-Amino-1-(5-difluoromethoxy-1-methyl-3-pyrazolyl)-4-pyrazolyl-4-pyrazolecarboxylate was dissolved in 150 ml 50% ethanol and treated with 15 ml 45% caustic soda. The mixture was heated for 2 hours at 80° C., the ethanol distilled, the residue treated with ice-water and acidified with concentrated hydrochloric acid. The residue was removed by suction filtration, washed with water and dried in vacuo at 75° C. Reaction SMILES: [NH2:1][CH:2]1[N:6]([C:7]2[CH:11]=[C:10]([O:12][CH:13]([F:15])[F:14])[N:9]([CH3:16])[N:8]=2)[N:5]=[CH:4][C:3]1(C1C=CNN=1)[C:17]([O:19]CC)=[O:18].[OH-].[Na+]>C(O)C>[NH2:1][C:2]1[N:6]([C:7]2[CH:11]=[C:10]([O:12][CH:13]([F:14])[F:15])[N:9]([CH3:16])[N:8]=2)[N:5]=[CH:4][C:3]=1[C:17]([OH:19])=[O:18] |f:1.2|. Run in C(C)O (ethanol). Reactants: NC1C(C=NN1C1=NN(C(=C1)OC(F)F)C)(C(=O)OCC)C1=NNC=C1 (Ethyl 5-Amino-1-(5-difluoromethoxy-1-methyl-3-pyrazolyl)-4-pyrazolyl-4-pyrazolecarboxylate), [OH-].[Na+] (caustic soda). Run at temperature 80 celsius. The product is NC1=C(C=NN1C1=NN(C(=C1)OC(F)F)C)C(=O)O (5-Amino-1-(5-difluoromethoxy-1-methyl-3-pyrazolyl)-4-pyrazolecarboxylic acid). Reactants: C1OC=2C=C(C=CC2O1)CCC(=O)OC (methyl 3-(3,4-methylenedioxyphenyl)propanoate), C1OC=2C=C(C=O)C=CC2O1 (3,4-methylenedioxybenzaldehyde), COC(=O)CP(=O)(OC)OC (trimethyl phosphonoacetate), [H-].[Na+] (sodium hydride), C(C)(C)NC(C)C (diisopropylamine), [H][H] (hydrogen), C(CCC)[Li] (n-butyl lithium), C(CCC)C=1N(C(=CN1)C=O)CC1=C(C=CC=C1)Cl (2-n-butyl-1-(2-chlorophenyl)methyl-1H-imidazol-5-carboxaldehyde). The reagents and catalysts are [Pd] (palladium on carbon). Solvent: COCCOC (ethylene glycol dimethyl ether), O1CCCC1 (tetrahydrofuran), C(C)(=O)OCC (ethyl acetate), O1CCCC1 (tetrahydrofuran), O1CCCC1 (tetrahydrofuran). Run at temperature 0 celsius, time 0.5 hour. The product is COC(C(C(O)C1=CN=C(N1CC1=C(C=CC=C1)Cl)CCCC)CC1=CC2=C(C=C1)OCO2)=O (methyl-3-[2-n-butyl-1-(2-chlorophenyl)methyl-1H-imidazol-5-yl]-3-hydroxy-2-(3,4-methylenedioxyphenyl)methylpropanoate). Isolated yield 30.5%. As a reaction SMILES: C(NC(C)C)(C)C.C([Li])CCC.[CH2:13]1[O:21][C:20]2[CH:19]=[CH:18][C:17]([CH2:22][CH2:23][C:24]([O:26][CH3:27])=[O:25])=[CH:16][C:15]=2[O:14]1.C1OC2C=CC(C=O)=CC=2O1.COC(CP(OC)(OC)=O)=O.[H-].[Na+].[H][H].[CH2:54]([C:58]1[N:59]([CH2:65][C:66]2[CH:71]=[CH:70][CH:69]=[CH:68][C:67]=2[Cl:72])[C:60]([CH:63]=[O:64])=[CH:61][N:62]=1)[CH2:55][CH2:56][CH3:57]>O1CCCC1.COCCOC.[Pd].C(OCC)(=O)C>[CH3:27][O:26][C:24](=[O:25])[CH:23]([CH2:22][C:17]1[CH:18]=[CH:19][C:20]2[O:21][CH2:13][O:14][C:15]=2[CH:16]=1)[CH:63]([C:60]1[N:59]([CH2:65][C:66]2[CH:71]=[CH:70][CH:69]=[CH:68][C:67]=2[Cl:72])[C:58]([CH2:54][CH2:55][CH2:56][CH3:57])=[N:62][CH:61]=1)[OH:64] |f:5.6|. Reported procedure: In tetrahydrofuran (20 mL) was placed diisopropylamine (1.41 mL, 10.0 mmol). The mixture was cooled to 0° C. under argon and in n-butyl lithium (4 mL of 2.5 M in toluene, 10.08 mmol) was added. The reaction was stirred at 0° C. for 0.5 hour, then cooled to -78° C. A solution of methyl 3-(3,4-methylenedioxyphenyl)propanoate (2 g, 9.6 mmol) (prepared by reaction of 3,4-methylenedioxybenzaldehyde with trimethyl phosphonoacetate in the presence of sodium hydride in ethylene glycol dimethyl ether, fo... Starting materials: CN, COC(=O)CC(O)c1cccs1. Product: CNC(=O)CC(O)c1cccs1. RXN SMILES: [CH3:13][NH2:14].[OH:1][CH:2]([CH2:3][C:4](=[O:5])[O:6][CH3:7])[c:8]1[s:9][cH:10][cH:11][cH:12]1>>[OH:1][CH:2]([CH2:3][C:4](=[O:5])[NH:14][CH3:13])[c:8]1[s:9][cH:10][cH:11][cH:12]1. Reactants: Cc1oc(-c2ccccc2)nc1COc1ccc(S(=O)(=O)O)cc1, [Na], O=S(Cl)Cl. Yields the product Cc1oc(-c2ccccc2)nc1COc1ccc(S(=O)(=O)Cl)cc1. Reaction SMILES: [CH3:2][c:3]1[c:4]([CH2:14][O:15][c:16]2[cH:17][cH:18][c:19]([S:22](=[O:23])(=[O:24])[OH:25])[cH:20][cH:21]2)[n:5][c:6](-[c:8]2[cH:9][cH:10][cH:11][cH:12][cH:13]2)[o:7]1.[Na:1].[S:26]([Cl:27])([Cl:28])=[O:29]>>[CH3:2][c:3]1[c:4]([CH2:14][O:15][c:16]2[cH:17][cH:18][c:19]([S:22](=[O:23])(=[O:25])[Cl:28])[cH:20][cH:21]2)[n:5][c:6](-[c:8]2[cH:9][cH:10][cH:11][cH:12][cH:13]2)[o:7]1.